From a dataset of the Open Reaction Database (ORD), a public repository of structured organic reaction records. describe an organic reaction: reactants, conditions, products, and yield Starting materials: ClCI, ClCCl, CC(C)C(NC(=O)OCc1ccccc1)C(=O)OCCOc1ccc(C(=O)O)c(CI)c1, O=C(O)C(F)(F)F. Yields the product CC(C)C(NC(=O)OCc1ccccc1)C(=O)OCCOc1ccc(C(=O)O)cc1. Reaction SMILES: [Cl:40][CH2:41][I:42].[Cl:43][CH2:44][Cl:45].[I:8][CH2:9][c:10]1[c:11]([C:12](=[O:13])[OH:14])[cH:15][cH:16][c:17]([O:19][CH2:20][CH2:21][O:22][C:23]([CH:24]([NH:25][C:26](=[O:27])[O:28][CH2:29][c:30]2[cH:31][cH:32][cH:33][cH:34][cH:35]2)[CH:36]([CH3:37])[CH3:38])=[O:39])[cH:18]1.[OH:1][C:2]([C:3]([F:4])([F:5])[F:6])=[O:7]>>[cH:10]1[c:11]([C:12](=[O:13])[OH:14])[cH:15][cH:16][c:17]([O:19][CH2:20][CH2:21][O:22][C:23]([CH:24]([NH:25][C:26](=[O:27])[O:28][CH2:29][c:30]2[cH:31][cH:32][cH:33][cH:34][cH:35]2)[CH:36]([CH3:37])[CH3:38])=[O:39])[cH:18]1. Reactants: CC(=O)O, CCOC(C)=O, [Fe], C#CCN1C(=O)COc2ccc([N+](=O)[O-])cc21, O. The product is C#CCN1C(=O)COc2ccc(N)cc21. RXN SMILES: [CH3:18][C:19](=[O:20])[OH:21].[CH3:22][CH2:23][O:24][C:25]([CH3:26])=[O:27].[Fe:29].[N+:1]([O-:2])(=[O:3])[c:4]1[cH:5][cH:6][c:7]2[c:8]([cH:17]1)[N:9]([CH2:14][C:15]#[CH:16])[C:10](=[O:13])[CH2:11][O:12]2.[OH2:28]>>[NH2:1][c:4]1[cH:5][cH:6][c:7]2[c:8]([cH:17]1)[N:9]([CH2:14][C:15]#[CH:16])[C:10](=[O:13])[CH2:11][O:12]2. The reactants are CO (methanol), C(C)(=O)C=1SC=CC1 (2-acetylthiophene), C(OC)(OC)=O (dimethyl carbonate), 1, C1(=CC=CC=C1)C (toluene), C(OC)(OC)=O (dimethyl carbonate). Product: O=CC(C(=O)OC)C=1SC=CC1 (methyl 3-oxo-(2-thiophenyl)propanoate). RXN SMILES: C1(C)C=CC=CC=1.[C:8]([C:11]1[S:12][CH:13]=[CH:14][CH:15]=1)(=O)[CH3:9].C[OH:17].[C:18](=O)([O:21]C)[O:19][CH3:20]>>[O:17]=[CH:9][CH:8]([C:11]1[S:12][CH:13]=[CH:14][CH:15]=1)[C:18]([O:19][CH3:20])=[O:21]. Reported procedure: 510 ml of dimethyl carbonate and 1 500 ml of toluene were heated to 100° C. in a 2 L flask and a solution of 257 g of 2-acetylthiophene in 510 ml of dimethyl carbonate was then added dropwise within the space of 4 hours. The methanol which was formed in the reaction was distilled off as an azeotrope. 120 ml of conc. sulphuric acid were introduced, in 900 g of ice, into a 4 L flask and the cooled reaction mixture was added such that 40° C. was not exceeded. The mixture was then stirred and the pH... Reactants: Oc1ncnc2cc(F)ccc12, O=[N+]([O-])O, O=S(=O)(O)O. The product is O=[N+]([O-])c1cc2c(O)ncnc2cc1F. As a reaction SMILES: [F:1][c:2]1[cH:3][cH:4][c:5]2[c:6]([OH:12])[n:7][cH:8][n:9][c:10]2[cH:11]1.[OH:13][N+:14]([O-:15])=[O:16].[S:17](=[O:18])(=[O:19])([OH:20])[OH:21]>>[F:1][c:2]1[c:3]([N+:14](=[O:13])[O-:15])[cH:4][c:5]2[c:6]([OH:12])[n:7][cH:8][n:9][c:10]2[cH:11]1. Reactants: C(=C)S(=O)(=O)C.CS(=O)(=O)CCN1C2CC(CC1CC2)OC2=CC=C(C=C2)[N+](=O)[O-] (8-(2-Methanesulfonylethyl)-3-(4-nitrophenoxy)-8-azabicyclo[3.2.1]octane Methyl vinyl sulfone), [N+](=O)([O-])C1=CC=C(OC2CC3CCC(C2)N3)C=C1 (3-(4-nitrophenoxy)-8-azabicyclo[3.2.1]octane). The solvent is CO (methanol). Reaction conditions: temperature 60 celsius. Yields the product CS(=O)(=O)CCN1C2CC(CC1CC2)OC2=CC=C(C=C2)N (4-[8-(2-Methanesulfonylethyl)-8-azabicyclo[3.2.1]oct-3-yloxy]phenylamine). RXN SMILES: C(S(C)(=O)=O)=C.[CH3:7][S:8]([CH2:11][CH2:12][N:13]1[CH:18]2[CH2:19][CH2:20][CH:14]1[CH2:15][CH:16]([O:21][C:22]1[CH:27]=[CH:26][C:25]([N+:28]([O-])=O)=[CH:24][CH:23]=1)[CH2:17]2)(=[O:10])=[O:9].[N+](C1C=CC(OC2CC3NC(CC3)C2)=CC=1)([O-])=O>CO>[CH3:7][S:8]([CH2:11][CH2:12][N:13]1[CH:14]2[CH2:20][CH2:19][CH:18]1[CH2:17][CH:16]([O:21][C:22]1[CH:23]=[CH:24][C:25]([NH2:28])=[CH:26][CH:27]=1)[CH2:15]2)(=[O:10])=[O:9] |f:0.1|. Procedure: 8-(2-Methanesulfonylethyl)-3-(4-nitrophenoxy)-8-azabicyclo[3.2.1]octane Methyl vinyl sulfone (585.9 mg) was added to a solution of 3-(4-nitrophenoxy)-8-azabicyclo[3.2.1]octane (1.0 g) in methanol (3.7 ml) and heated at 60° C. for 12 h. The solvent was then removed in vacuo and the residue was taken up in ethyl acetate. The ethyl acetate phase was washed with water and dried over sodium sulfate, and the solvent was removed in vacuo. The crude product was purified by column chromatography on silic... Conditions: time 5 hour. The solvent is C(C)O (ethanol). Procedure: 5-(6-Acetyloxy-1-oxohexyl)-5,6-dihydro-4H-pyrrolo[3,2,1-ij]quinolin-2(1H)-one (10.0 g, 30.6 mmol) is suspended in anhydrous ethanol (150 ml), mixed with catalyst amounts of 4-methylbenzenesulfonic acid monohydrate and stirred for five hours at boiling temperature. The solvent volume is concentrated by evaporation to one third, and the product is obtained in the form of light yellow needles (8.22 g, 93.5%) by crystallization at −20° C. As a reaction SMILES: C([O:4][CH2:5][CH2:6][CH2:7][CH2:8][CH2:9][C:10]([CH:12]1[CH2:21][C:20]2[C:15]3=[C:16]([CH2:22][C:23](=[O:24])[N:14]3[CH2:13]1)[CH:17]=[CH:18][CH:19]=2)=[O:11])(=O)C.O.CC1C=CC(S(O)(=O)=O)=CC=1>C(O)C>[OH:4][CH2:5][CH2:6][CH2:7][CH2:8][CH2:9][C:10]([CH:12]1[CH2:21][C:20]2[C:15]3=[C:16]([CH2:22][C:23](=[O:24])[N:14]3[CH2:13]1)[CH:17]=[CH:18][CH:19]=2)=[O:11] |f:1.2|. Starting materials: C(C)(=O)OCCCCCC(=O)C1CN2C3=C(C=CC=C3C1)CC2=O (5-(6-Acetyloxy-1-oxohexyl)-5,6-dihydro-4H-pyrrolo[3,2,1-ij]quinolin-2(1H)-one), O.CC1=CC=C(C=C1)S(=O)(=O)O (4-methylbenzenesulfonic acid monohydrate). The product is OCCCCCC(=O)C1CN2C3=C(C=CC=C3C1)CC2=O (5-(6-Hydroxy-1-oxohexyl)-5,6-dihydro-4H-pyrrolo[3,2,1-ij]quinolin-2(1H)-one). Yield: 93.5%. Starting materials: C1CCOC1, CCOC(C)=O, O=C=Nc1ccc(Cl)c(C(F)(F)F)c1, Nc1ccc(Oc2cc(Cl)ncn2)cc1, [Na+], O=C([O-])O, O. Yields the product O=C(Nc1ccc(Oc2cc(Cl)ncn2)cc1)Nc1ccc(Cl)c(C(F)(F)F)c1. Reaction SMILES: [CH2:30]1[O:31][CH2:32][CH2:33][CH2:34]1.[CH3:35][CH2:36][O:37][C:38]([CH3:39])=[O:40].[Cl:16][c:17]1[c:18]([C:26]([F:27])([F:28])[F:29])[cH:19][c:20]([N:23]=[C:24]=[O:25])[cH:21][cH:22]1.[Cl:1][c:2]1[cH:3][c:4]([O:8][c:9]2[cH:10][cH:11][c:12]([NH2:13])[cH:14][cH:15]2)[n:5][cH:6][n:7]1.[Na+:45].[O-:41][C:42]([OH:43])=[O:44].[OH2:46]>>[Cl:1][c:2]1[cH:3][c:4]([O:8][c:9]2[cH:10][cH:11][c:12]([NH:13][C:24]([NH:23][c:20]3[cH:19][c:18]([C:26]([F:27])([F:28])[F:29])[c:17]([Cl:16])[cH:22][cH:21]3)=[O:25])[cH:14][cH:15]2)[n:5][cH:6][n:7]1.